describe an organic reaction: reactants, conditions, products, and yield From a dataset of the Open Reaction Database (ORD), a public repository of structured organic reaction records. The reactants are CC1=C(N=C(O1)C1=CC=CC=C1)COC1=CC=C(CON)C=C1 (4-(5-methyl-2-phenyl-4-oxazolylmethoxy)benzyloxyamine), O=C(CCC(=O)N)C1=CC=CC=C1 (4-oxo-4-phenylbutanamide), C(C)(=O)O (acetic acid), C(C)(=O)[O-].[Na+] (sodium acetate). Run in C(C)O (ethanol), O (Water). The product is CC1=C(N=C(O1)C1=CC=CC=C1)COC1=CC=C(CO\N=C(\CCC(=O)N)/C2=CC=CC=C2)C=C1 (Z-4-[4-(5-methyl-2-phenyl-4-oxazolylmethoxy)benzyloxyimino]-4-phenylbutanamide). The yield is 7.9%. As a reaction SMILES: [CH3:1][C:2]1[O:6][C:5]([C:7]2[CH:12]=[CH:11][CH:10]=[CH:9][CH:8]=2)=[N:4][C:3]=1[CH2:13][O:14][C:15]1[CH:23]=[CH:22][C:18]([CH2:19][O:20][NH2:21])=[CH:17][CH:16]=1.O=[C:25]([C:31]1[CH:36]=[CH:35][CH:34]=[CH:33][CH:32]=1)[CH2:26][CH2:27][C:28]([NH2:30])=[O:29].C(O)(=O)C.C([O-])(=O)C.[Na+]>O.C(O)C>[CH3:1][C:2]1[O:6][C:5]([C:7]2[CH:8]=[CH:9][CH:10]=[CH:11][CH:12]=2)=[N:4][C:3]=1[CH2:13][O:14][C:15]1[CH:16]=[CH:17][C:18]([CH2:19][O:20]/[N:21]=[C:25](\[C:31]2[CH:36]=[CH:35][CH:34]=[CH:33][CH:32]=2)/[CH2:26][CH2:27][C:28]([NH2:30])=[O:29])=[CH:22][CH:23]=1 |f:3.4|. Reported procedure: After a mixture of 4-(5-methyl-2-phenyl-4-oxazolylmethoxy)benzyloxyamine (1.00 g), 4-oxo-4-phenylbutanamide (571 mg), acetic acid (0.553 ml), sodium acetate (528 mg) and ethanol (20 ml) was heated to reflux for 10 hours, the mixture was cooled to room temperature. Water was added to the reaction mixture and extracted with ethyl acetate. The ethyl acetate layer was washed with an aqueous saturated solution of sodium chloride, dried (MgSO4) and concentrated. The residue was subjected to silica gel... The reagents and catalysts are [Pd] (palladium on carbon). The product is C(C)(=O)O[C@H](C(C(=O)OCC)NCCCNC([C@H](CC(C)C)N)=O)[C@H]1O[C@@H]([C@@H]([C@@H]1OC(C)=O)OC(C)=O)N1C(NC(C=C1)=O)=O (ethyl (3R)-3-(acetyloxy)-2-[(3-{[(2S)-2-amino-4-methylpentanoyl]amino}propyl)amino]-3-[(2R,3R,4R,5S)-3,4-bis(acetyloxy)-5-(2,4-dioxo-3,4-dihydro-1(2H)-pyrimidinyl)tetrahydro-2-furanyl]propanoate). Yield: 103.9%. Procedure details: Ethyl (5S)-12-[(R)-(acetyloxy)[(2R,3R,4R,5S)-3,4-bis(acetyloxy)-5-(2,4-dioxo-3,4-dihydro-1(2H)-pyrimidinyl)tetrahydro-2-furanyl]methyl}-5-isobutyl-3,6-dioxo-1-phenyl-2-oxa-4,7,11-triazatridecan-1-oate (88 mg, 0.114 mmole, obtained from Example 38) was hydrogenated using 10% palladium on carbon in methanol (2 ml) under atmospheric pressure to provide ethyl (3R)-3-(acetyloxy)-2-[(3-{[(2S)-2-amino-4-methylpentanoyl]amino}propyl)amino]-3-[(2R,3R,4R,5S)-3,4-bis(acetyloxy)-5-(2,4-dioxo-3,4-dihydro-1(2... Reactants: C(C)(=O)O[C@H](C(NCCCNC([C@@H](NC(OCC1=CC=CC=C1)=O)CC(C)C)=O)C(=O)OCC)[C@H]1O[C@H]([C@@H]([C@@H]1OC(C)=O)OC(C)=O)N1C(NC(C=C1)=O)=O (ethyl (5S)-12-{(R)-(acetyloxy)[(2R,3R,4R,5R)-3,4-bis(acetyloxy)-5-(2,4-dioxo-3,4-dihydro-1(2H)-pyrimidinyl)tetrahydro-2-furanyl]methyl}-5-isobutyl-3,6-dioxo-1-phenyl-2-oxa-4,7,11-triazatridecan-13-oate). Solvent: CO (methanol). Reaction SMILES: [C:1]([O:4][C@@H:5]([C@@H:35]1[C@@H:39]([O:40][C:41](=[O:43])[CH3:42])[C@@H:38]([O:44][C:45](=[O:47])[CH3:46])[C@H:37]([N:48]2[CH:53]=[CH:52][C:51](=[O:54])[NH:50][C:49]2=[O:55])[O:36]1)[CH:6]([C:30]([O:32][CH2:33][CH3:34])=[O:31])[NH:7][CH2:8][CH2:9][CH2:10][NH:11][C:12](=[O:29])[C@H:13]([CH2:25][CH:26]([CH3:28])[CH3:27])[NH:14]C(=O)OCC1C=CC=CC=1)(=[O:3])[CH3:2]>[Pd].CO>[C:1]([O:4][C@@H:5]([C@@H:35]1[C@@H:39]([O:40][C:41](=[O:43])[CH3:42])[C@@H:38]([O:44][C:45](=[O:47])[CH3:46])[C@@H:37]([N:48]2[CH:53]=[CH:52][C:51](=[O:54])[NH:50][C:49]2=[O:55])[O:36]1)[CH:6]([NH:7][CH2:8][CH2:9][CH2:10][NH:11][C:12](=[O:29])[C@@H:13]([NH2:14])[CH2:25][CH:26]([CH3:27])[CH3:28])[C:30]([O:32][CH2:33][CH3:34])=[O:31])(=[O:3])[CH3:2]. Starting materials: C(CCCCCCCCCCC)(=O)C=1C=C(N(C1)CC1=CC=C(C=C1)\C=C\C(=O)OCC)C(=O)OC (methyl (E)-4-dodecanoyl-1-{4-[2-(ethoxycarbonyl)ethenyl]benzyl}pyrrole-2-carboxylate), [H][H] (hydrogen). Reagents/catalysts: [Pd] (Pd/C). Solvent: C1CCOC1 (THF). The product is C(=O)(O)CCC1=CC=C(CN2C(=CC(=C2)C(CCCCCCCCCCC)=O)C(=O)O)C=C1 (1-[4-(2-Carboxyethyl)benzyl]-4-dodecanoylpyrrole-2-carboxylic acid). Reaction SMILES: [C:1]([C:14]1[CH:15]=[C:16]([C:33]([O:35]C)=[O:34])[N:17]([CH2:19][C:20]2[CH:25]=[CH:24][C:23](/[CH:26]=[CH:27]/[C:28]([O:30]CC)=[O:29])=[CH:22][CH:21]=2)[CH:18]=1)(=[O:13])[CH2:2][CH2:3][CH2:4][CH2:5][CH2:6][CH2:7][CH2:8][CH2:9][CH2:10][CH2:11][CH3:12].[H][H]>C1COCC1.[Pd]>[C:28]([CH2:27][CH2:26][C:23]1[CH:24]=[CH:25][C:20]([CH2:19][N:17]2[CH:18]=[C:14]([C:1](=[O:13])[CH2:2][CH2:3][CH2:4][CH2:5][CH2:6][CH2:7][CH2:8][CH2:9][CH2:10][CH2:11][CH3:12])[CH:15]=[C:16]2[C:33]([OH:35])=[O:34])=[CH:21][CH:22]=1)([OH:30])=[O:29]. Reported procedure: 50 mg (0.1 mmol) of methyl (E)-4-dodecanoyl-1-{4-[2-(ethoxycarbonyl)ethenyl]benzyl}pyrrole-2-carboxylate are dissolved in 5 ml of THF. After addition of a spatula tip of Pd/C, hydrogenation is carried out with vigorous stirring at room temperature under a hydrogen atmosphere produced using a hydrogen-filled balloon fitted onto the reaction flask for 4 h. Addition of kieselguhr is followed by filtration, the solvent is distilled off, the residue is mixed with 12 ml of ethanol and 4 ml of 10% stre... The reactants are C(C)(C)(C)OC(COC1=C(C=C(C(=C1)Cl)C=1C=NC(=CC1C#N)C(F)(F)F)S(N(C1=CC=CC=C1)C)(=O)=O)=O ([5-Chloro-4-(4-cyano-6-trifluoromethyl-pyridin-3-yl)-2-(methyl-phenyl-sulfamoyl)-phenoxy]-acetic acid tert-butyl ester), C(=O)(C(F)(F)F)O (TFA). Solvent: C(Cl)Cl (DCM). The product is ClC=1C(=CC(=C(OCC(=O)O)C1)S(N(C1=CC=CC=C1)C)(=O)=O)C=1C=NC(=CC1C#N)C(F)(F)F ([5-chloro-4-(4-cyano-6-trifluoromethyl-pyridin-3-yl)-2-(methyl-phenyl-sulfamoyl)-phenoxy]-acetic acid). Isolated yield 17.4%. RXN SMILES: C([O:5][C:6](=[O:39])[CH2:7][O:8][C:9]1[CH:14]=[C:13]([Cl:15])[C:12]([C:16]2[CH:17]=[N:18][C:19]([C:24]([F:27])([F:26])[F:25])=[CH:20][C:21]=2[C:22]#[N:23])=[CH:11][C:10]=1[S:28](=[O:38])(=[O:37])[N:29]([CH3:36])[C:30]1[CH:35]=[CH:34][CH:33]=[CH:32][CH:31]=1)(C)(C)C.C(O)(C(F)(F)F)=O>C(Cl)Cl>[Cl:15][C:13]1[C:12]([C:16]2[CH:17]=[N:18][C:19]([C:24]([F:27])([F:25])[F:26])=[CH:20][C:21]=2[C:22]#[N:23])=[CH:11][C:10]([S:28](=[O:38])(=[O:37])[N:29]([CH3:36])[C:30]2[CH:35]=[CH:34][CH:33]=[CH:32][CH:31]=2)=[C:9]([CH:14]=1)[O:8][CH2:7][C:6]([OH:39])=[O:5]. Reported procedure: [5-Chloro-4-(4-cyano-6-trifluoromethyl-pyridin-3-yl)-2-(methyl-phenyl-sulfamoyl)-phenoxy]-acetic acid tert-butyl ester (27 mg, 0.046 mmol) was dissolved in DCM (0.2 mL) and TFA (0.2 mL) and was stirred at r.t. for 1 h. The solvent was removed and purification by prep TLC eluting with 70% acetone/hexane gave [5-chloro-4-(4-cyano-6-trifluoromethyl-pyridin-3-yl)-2-(methyl-phenyl-sulfamoyl)-phenoxy]-acetic acid 19-1 (4 mg, 0.008 mmol). MS [M+H]+: 526.0; tR=7.98 min. (method 2) Reactants: BrC=1C=CC(=C(C1)I)C1CC1 (5-bromo-2-cyclopropyliodobenzene), C(C)(C)[Mg]Cl (isopropylmagnesium chloride), C(C)(C)OB(OC(C)C)OC(C)C (triisopropylborate). The solvent is O1CCCC1 (tetrahydrofuran). Reaction conditions: time 20 minute. The product is BrC=1C=CC(=C(C1)B(O)O)C1CC1 (5-bromo-2-cyclopropylphenyl boronic acid). RXN SMILES: [Br:1][C:2]1[CH:3]=[CH:4][C:5]([CH:9]2[CH2:11][CH2:10]2)=[C:6](I)[CH:7]=1.C([Mg]Cl)(C)C.C([O:20][B:21](OC(C)C)[O:22]C(C)C)(C)C>O1CCCC1>[Br:1][C:2]1[CH:3]=[CH:4][C:5]([CH:9]2[CH2:11][CH2:10]2)=[C:6]([B:21]([OH:22])[OH:20])[CH:7]=1. Procedure details: To a solution of 5-bromo-2-cyclopropyliodobenzene (5.67 g, 0.018 mol) in anhydrous tetrahydrofuran (32 ml) at −78° C. is added isopropylmagnesium chloride (9.5 ml, 0.019 mol, 2M solution in THF) at such a rate as to maintain a temperature below −60° C. Once addition is complete the reaction mixture is stirred for 20 minutes at this temperature and then allowed to warm to room temperature and stir for an additional 2 hours. The solution is then cooled again to −78° C. and triisopropylborate (8.3 ... Starting materials: C(C1=CC=CC=C1)N1[C@@H](CCC1=O)C(=O)N (Benzyl-(-)-pyroglutamide), CO (methanol). Run in O1CCCC1 (tetrahydrofuran). Yields the product C(C1=CC=CC=C1)NCC1NCCC1 (2-benzylaminomethylpyrrolidine). The yield is 122.7%. As a reaction SMILES: [CH2:1]([N:8]1[C:12](=O)[CH2:11][CH2:10][C@H:9]1[C:14]([NH2:16])=O)[C:2]1[CH:7]=[CH:6][CH:5]=[CH:4][CH:3]=1.CO>O1CCCC1>[CH2:1]([NH:8][CH2:12][CH:11]1[CH2:10][CH2:9][CH2:14][NH:16]1)[C:2]1[CH:7]=[CH:6][CH:5]=[CH:4][CH:3]=1. Reported procedure: Benzyl-(-)-pyroglutamide (60 g.) was suspended in one liter of tetrahydrofuran (THF) and stirred under nitrogen. The mixture was cooled to below 10° C. in an ice bath and one liter of 1 M BH3THF complex was slowly added. The mixture was stirred for 20 hours at room temperature and then refluxed for 28 hours. The reaction mixture was then cooled and 200 milliliters of methanol was added dropwise. The solvent was then removed and the residue dissolved in 2 N HCl and warmed in a steam bath for one ... Starting materials: C(Cl)C1CO1 (epichlorohydrin), C1(CCCCC1)CN (cyclohexylmethylamine). Solvent: CO (methanol). Run at time 8 hour. The product is C1(CCCCC1)C(NCC(CCl)O)C1CCCCC1 (N-(dicyclohexylmethyl)-N-(3-chloro-2-hydroxypropyl)amine). As a reaction SMILES: [CH2:1]([CH:3]1[O:5][CH2:4]1)[Cl:2].[CH:6]1([CH2:12][NH2:13])[CH2:11][CH2:10][CH2:9][CH2:8][CH2:7]1>CO>[CH:6]1([CH:12]([CH:6]2[CH2:11][CH2:10][CH2:9][CH2:8][CH2:7]2)[NH:13][CH2:4][CH:3]([OH:5])[CH2:1][Cl:2])[CH2:11][CH2:10][CH2:9][CH2:8][CH2:7]1. Reported procedure: 6.7 Grams of epichlorohydrin and 10.2 g of cyclohexylmethylamine are dissolved in 50 ml of methanol. The mixture is stirred for 8 hours at room temperature. Methanol is removed by evaporation under reduced pressure. The resulting crude oily substance is purified by a silica gel column chromatography (chloroform:methanol =8:1) to obtain 8.2 g of N-(dicyclohexylmethyl)-N-(3-chloro-2-hydroxypropyl)amine. Reactants: COC1=CC(=C(C(=C1)C)S(=O)(=O)N(C)CC1=CC(=CO1)C(=O)O)C (5-({[(4-methoxy-2,6-dimethylphenyl)sulfonyl](methyl)amino}methyl)furan-3-carboxylic acid), CCN(C(C)C)C(C)C (DIPEA), Cl.Cl.CNCC1=CC=C(CN2CC(CC2)NC(C)=O)C=C1 (N-(1-{4-[(methylamino)methyl]benzyl}pyrrolidin-3-yl)acetamide dihydrochloride), CCN=C=NCCCN(C)C (EDCI), C=1C=CC2=C(C1)N=NN2O (HOBt). Solvent: C(Cl)Cl (DCM). The product is C(C)(=O)NC1CN(CC1)CC1=CC=C(CN(C(=O)C2=COC(=C2)CN(C)S(=O)(=O)C2=C(C=C(C=C2C)OC)C)C)C=C1 (N-(4-{[3-(Acetylamino)pyrrolidin-1-yl]methyl}benzyl)-5-({[(4-methoxy-2,6-dimethylphenyl)sulfonyl](methyl)amino}methyl)-N-methylfuran-3-carboxamide). Reaction SMILES: [CH3:1][O:2][C:3]1[CH:8]=[C:7]([CH3:9])[C:6]([S:10]([N:13]([CH2:15][C:16]2[O:20][CH:19]=[C:18]([C:21](O)=[O:22])[CH:17]=2)[CH3:14])(=[O:12])=[O:11])=[C:5]([CH3:24])[CH:4]=1.CCN=C=NCCCN(C)C.C1C=CC2N(O)N=NC=2C=1.CCN(C(C)C)C(C)C.Cl.Cl.[CH3:57][NH:58][CH2:59][C:60]1[CH:75]=[CH:74][C:63]([CH2:64][N:65]2[CH2:69][CH2:68][CH:67]([NH:70][C:71](=[O:73])[CH3:72])[CH2:66]2)=[CH:62][CH:61]=1>C(Cl)Cl>[C:71]([NH:70][CH:67]1[CH2:68][CH2:69][N:65]([CH2:64][C:63]2[CH:62]=[CH:61][C:60]([CH2:59][N:58]([CH3:57])[C:21]([C:18]3[CH:17]=[C:16]([CH2:15][N:13]([S:10]([C:6]4[C:5]([CH3:24])=[CH:4][C:3]([O:2][CH3:1])=[CH:8][C:7]=4[CH3:9])(=[O:11])=[O:12])[CH3:14])[O:20][CH:19]=3)=[O:22])=[CH:75][CH:74]=2)[CH2:66]1)(=[O:73])[CH3:72] |f:4.5.6|. Procedure: The title compound was prepared according to general procedure BH using 5-({[(4-methoxy-2,6-dimethylphenyl)sulfonyl](methyl)amino}methyl)furan-3-carboxylic acid (80 mg, 0.22 mmol), EDCI (61 mg, 0.32 mmol), HOBt (45 mg, 0.34 mmol), DIPEA (0.08 mL, 0.45 mmol), N-(1-{4-[(methylamino)methyl]benzyl}pyrrolidin-3-yl)acetamide dihydrochloride (36 mg, 0.13 mmol) and DCM (20 mL). Reactants: C(C)N1N=CC=2C1=NC(=C(C2NC2CCOCC2)CNC(=O)C=2C=C(C(=O)O)C=CC2)CC (3-[({[1,6-diethyl-4-(tetrahydro-2H-pyran-4-ylamino)-1H-pyrazolo[3,4-b]pyridin-5-yl]methyl}amino)carbonyl]benzoic acid), NCC=1C=C(C=CC1)C1=CC(=CC=C1)CN1CCN(CC1)C(=O)OC(C)(C)C (1,1-dimethylethyl 4-{[3′-(aminomethyl)-3-biphenylyl]methyl}-1-piperazinecarboxylate), (1-hydroxy-1H-benzotriazolato-O)tri-1-pyrrolidinylphosphorus hexafluorophosphate, TEA. Run in CN(C)C=O (DMF). Run at time 16 hour. The product is C(C)N1N=CC=2C1=NC(=C(C2NC2CCOCC2)CNC(=O)C=2C=C(C=CC2)C(=O)NCC=2C=C(C=CC2)C2=CC(=CC=C2)CN2CCN(CC2)C(=O)OC(C)(C)C)CC (1,1-Dimethylethyl 4-[(3′-{[({3-[({[1,6-diethyl-4-(tetrahydro-2H-pyran-4-ylamino)-1H-pyrazolo[3,4-b]pyridin-5-yl]methyl}amino)carbonyl]phenyl}carbonyl)amino]methyl}-3-biphenylyl)methyl]-1-piperazinecarboxylate). As a reaction SMILES: [CH2:1]([N:3]1[C:7]2=[N:8][C:9]([CH2:32][CH3:33])=[C:10]([CH2:19][NH:20][C:21]([C:23]3[CH:24]=[C:25]([CH:29]=[CH:30][CH:31]=3)[C:26](O)=[O:27])=[O:22])[C:11]([NH:12][CH:13]3[CH2:18][CH2:17][O:16][CH2:15][CH2:14]3)=[C:6]2[CH:5]=[N:4]1)[CH3:2].[NH2:34][CH2:35][C:36]1[CH:37]=[C:38]([C:42]2[CH:47]=[CH:46][CH:45]=[C:44]([CH2:48][N:49]3[CH2:54][CH2:53][N:52]([C:55]([O:57][C:58]([CH3:61])([CH3:60])[CH3:59])=[O:56])[CH2:51][CH2:50]3)[CH:43]=2)[CH:39]=[CH:40][CH:41]=1>CN(C=O)C>[CH2:1]([N:3]1[C:7]2=[N:8][C:9]([CH2:32][CH3:33])=[C:10]([CH2:19][NH:20][C:21]([C:23]3[CH:24]=[C:25]([C:26]([NH:34][CH2:35][C:36]4[CH:37]=[C:38]([C:42]5[CH:47]=[CH:46][CH:45]=[C:44]([CH2:48][N:49]6[CH2:50][CH2:51][N:52]([C:55]([O:57][C:58]([CH3:61])([CH3:60])[CH3:59])=[O:56])[CH2:53][CH2:54]6)[CH:43]=5)[CH:39]=[CH:40][CH:41]=4)=[O:27])[CH:29]=[CH:30][CH:31]=3)=[O:22])[C:11]([NH:12][CH:13]3[CH2:14][CH2:15][O:16][CH2:17][CH2:18]3)=[C:6]2[CH:5]=[N:4]1)[CH3:2]. Procedure details: To a solution of 3-[({[1,6-diethyl-4-(tetrahydro-2H-pyran-4-ylamino)-1H-pyrazolo[3,4-b]pyridin-5-yl]methyl}amino)carbonyl]benzoic acid (0.072 g, 0.16 mmol) in DMF (1 mL) was added 1,1-dimethylethyl 4-{[3′-(aminomethyl)-3-biphenylyl]methyl}-1-piperazinecarboxylate (0.061 g, 0.16 mmol), (1-hydroxy-1H-benzotriazolato-O)tri-1-pyrrolidinylphosphorus hexafluorophosphate (0.100 g, 0.192 mmol), and TEA (0.045 mL, 0.320 mmol) and this mixture was stirred at room temperature for 16 h. The resultant mixtur...